From a dataset of the Open Reaction Database (ORD), a public repository of structured organic reaction records. describe an organic reaction: reactants, conditions, products, and yield As a reaction SMILES: [Cl:1][C:2]1[CH:15]=[CH:14][C:5]([CH2:6][C:7]2([OH:13])[CH2:12][CH2:11][NH:10][CH2:9][CH2:8]2)=[CH:4][CH:3]=1.[CH3:16][O:17][C:18]1[CH:19]=[CH:20][C:21]2[O:25][C@H:24]([CH2:26]OS(C3C(C)=CC=CC=3)(=O)=O)[CH2:23][C:22]=2[CH:38]=1>>[CH3:16][O:17][C:18]1[CH:19]=[CH:20][C:21]2[O:25][C@H:24]([CH2:26][N:10]3[CH2:9][CH2:8][C:7]([CH2:6][C:5]4[CH:4]=[CH:3][C:2]([Cl:1])=[CH:15][CH:14]=4)([OH:13])[CH2:12][CH2:11]3)[CH2:23][C:22]=2[CH:38]=1. Yields the product COC=1C=CC2=C(C[C@H](O2)CN2CCC(CC2)(O)CC2=CC=C(C=C2)Cl)C1 ((S)-1-(5-Methoxy-2,3-dihydro-benzofuran-2-ylmethyl)-4-(4-chloro-benzyl)-piperidin-4-ol). Reactants: ClC1=CC=C(CC2(CCNCC2)O)C=C1 (4-(4-chloro-benzyl)-piperidin-4-ol), COC=1C=CC2=C(C[C@H](O2)COS(=O)(=O)C=2C(=CC=CC2)C)C1 ((S)-toluenesulfonic acid 5-methoxy-2,3-dihydro-benzofuran-2-ylmethyl ester). Procedure details: The title compound, MS: m/e=387.9 (M+H+), was prepared from 4-(4-chloro-benzyl)-piperidin-4-ol and (S)-toluenesulfonic acid 5-methoxy-2,3-dihydro-benzofuran-2-ylmethyl ester. Reactants: C1(=CC=CC=C1)C (toluene), [Cl-].[Na+] (sodium chloride), [Cl-].[Al+3].[Cl-].[Cl-] (aluminum chloride), C(C=C)[SiH](Cl)Cl (allyldichlorosilane). Reaction conditions: temperature 50 celsius. Product: CC1=C(C=CC=C1)C(C[Si](Cl)(Cl)Cl)C (3-(methylphenyl)-1,1,1-trichloro-1-silabutane). Yield: 73.0%. RXN SMILES: [C:1]1([CH3:7])[CH:6]=[CH:5][CH:4]=[CH:3][CH:2]=1.[Cl-:8].[Al+3].[Cl-].[Cl-].[CH2:12]([SiH:15]([Cl:17])[Cl:16])[CH:13]=[CH2:14].[Cl-].[Na+]>>[CH3:7][C:1]1[CH:6]=[CH:5][CH:4]=[CH:3][C:2]=1[CH:13]([CH3:14])[CH2:12][Si:15]([Cl:8])([Cl:17])[Cl:16] |f:1.2.3.4,6.7|. Procedure: In the same apparatus and procedures as EXAMPLE 1, 14.6 g (159 mmol) of toluene and 0.18 g (1.6 mmol) of aluminum chloride were placed and reacted with 5.0 g (32 mmol) of allyldichlorosilane under the dry nitrogen atmosphere for 20 min. After stirring the solution for another an hour, 2.0 g (30 mmol) of sodium chloride was added to reaction mixture, warmed up to 50° C. and stirred for two hours to deactivate the catalyst. Vacuum distillation of the reaction products gave 6.3 g (bp 73°-76° C./0.5... The reactants are FC1=CC=C(C=C1)C(CO)(CO)C=1C=NC(=NC1)N1CCN(CC1)C(=O)OC(C)(C)C (tert-butyl 4-(5-(2-(4-fluorophenyl)-1,3-dihydroxypropan-2-yl)pyrimidin-2-yl)piperazine-1-carboxylate), C1(=CC=CC=C1)P(C1=CC=CC=C1)C1=CC=CC=C1 (triphenylphosphine), N(=NC(=O)OC(C)C)C(=O)OC(C)C (diisopropyl azodicarboxylate). The reagents and catalysts are CN(C)C(=S)[S-].CN(C)C(=S)[S-].[Zn+2] (ziram). Solvent: C1CCOC1 (THF). Conditions: temperature 40 celsius. Product: FC1=CC=C(C=C1)C1(COC1)C=1C=NC(=NC1)N1CCN(CC1)C(=O)OC(C)(C)C (tert-butyl 4-(5-(3-(4-fluorophenyl)oxetan-3-yl)pyrimidin-2-yl)piperazine-1-carboxylate). The yield is 5.6%. As a reaction SMILES: [F:1][C:2]1[CH:7]=[CH:6][C:5]([C:8]([C:13]2[CH:14]=[N:15][C:16]([N:19]3[CH2:24][CH2:23][N:22]([C:25]([O:27][C:28]([CH3:31])([CH3:30])[CH3:29])=[O:26])[CH2:21][CH2:20]3)=[N:17][CH:18]=2)([CH2:11][OH:12])[CH2:9]O)=[CH:4][CH:3]=1.C1(P(C2C=CC=CC=2)C2C=CC=CC=2)C=CC=CC=1.N(C(OC(C)C)=O)=NC(OC(C)C)=O>C1COCC1.CN(C([S-])=S)C.CN(C([S-])=S)C.[Zn+2]>[F:1][C:2]1[CH:3]=[CH:4][C:5]([C:8]2([C:13]3[CH:14]=[N:15][C:16]([N:19]4[CH2:20][CH2:21][N:22]([C:25]([O:27][C:28]([CH3:30])([CH3:31])[CH3:29])=[O:26])[CH2:23][CH2:24]4)=[N:17][CH:18]=3)[CH2:9][O:12][CH2:11]2)=[CH:6][CH:7]=1 |f:4.5.6|. Procedure details: A mixture of tert-butyl 4-(5-(2-(4-fluorophenyl)-1,3-dihydroxypropan-2-yl)pyrimidin-2-yl)piperazine-1-carboxylate (650 mg, 1.5 mmol), triphenylphosphine (470 mg, 1.8 mmol), diisopropyl azodicarboxylate (360 mg, 1.8 mmol) and ziram (500 mg, 1.8 mmol) in THF (50 mL) was heated at 40° C. overnight under N2 and concentrated. The residue was diluted with EtOAc (40 mL), washed with water (50 mL*2) and brine, dried over Na2SO4 and concentrated. The residue was purified by Prep-HPLC to give the desired ... Product: COC(=O)c1c([N+](=O)[O-])cccc1S(=O)(=O)NC(C)(C)C. Starting materials: CC(C)(C)N, COC(=O)c1c([N+](=O)[O-])cccc1S(=O)(=O)Cl, ClCCl, Cl. As a reaction SMILES: [CH3:1][C:2]([CH3:3])([CH3:4])[NH2:5].[CH3:6][O:7][C:8]([c:9]1[c:10]([S:18](=[O:19])(=[O:20])[Cl:21])[cH:11][cH:12][cH:13][c:14]1[N+:15](=[O:16])[O-:17])=[O:22].[Cl:24][CH2:25][Cl:26].[ClH:23]>>[CH3:1][C:2]([CH3:3])([CH3:4])[NH:5][S:18]([c:10]1[c:9]([C:8]([O:7][CH3:6])=[O:22])[c:14]([N+:15](=[O:16])[O-:17])[cH:13][cH:12][cH:11]1)(=[O:19])=[O:20]. The reagents and catalysts are [O-]P(=O)([O-])[O-].[K+].[K+].[K+], [Cu]I, Cc1cccc(c1NC(=O)C(=O)O)C. Isolated yield 30.0%. The product is COC(=O)CC1CCc2cc(cc3c2n1c(=O)c(=O)[nH]3)N4CCCCC4. Reactants: COC(=O)CC1CCc2cc(cc3c2n1c(=O)c(=O)[nH]3)Br, C1CCNCC1. Run at temperature 80 celsius, time 18 hour. The solvent is CS(=O)C, CS(=O)C. Starting materials: C(C1=CC=CC=C1)OC(=O)N[C@@H]1[C@@H](CN(CC1)C1=NC=C(C(=C1)C(=O)OCC)C)OC (Ethyl cis(±)-2-(4-{[(benzyloxy)carbonyl]amino}-3-methoxypiperidin-1-yl)-5-methylpyridine-4-carboxylate). The reagents and catalysts are [C].[Pd] (palladium-carbon). Product: N[C@@H]1[C@@H](CN(CC1)C1=NC=C(C(=C1)C(=O)OCC)C)OC (Ethyl cis(±)-2-(4-amino-3-methoxypiperidin-1-yl)-5-methylpyridine-4-carboxylate). Yield: 18.5%. Reaction SMILES: C(OC([NH:11][C@H:12]1[CH2:17][CH2:16][N:15]([C:18]2[CH:23]=[C:22]([C:24]([O:26][CH2:27][CH3:28])=[O:25])[C:21]([CH3:29])=[CH:20][N:19]=2)[CH2:14][C@H:13]1[O:30][CH3:31])=O)C1C=CC=CC=1>[C].[Pd]>[NH2:11][C@H:12]1[CH2:17][CH2:16][N:15]([C:18]2[CH:23]=[C:22]([C:24]([O:26][CH2:27][CH3:28])=[O:25])[C:21]([CH3:29])=[CH:20][N:19]=2)[CH2:14][C@H:13]1[O:30][CH3:31] |f:1.2|. Procedure details: The same operation as in Example (160c) was performed using ethyl cis(±)-2-(4-{[(benzyloxy)carbonyl]amino}-3-methoxypiperidin-1-yl)-5-methylpyridine-4-carboxylate obtained in Example (180a) (207 mg, 0.48 mmol) and a 10% palladium-carbon catalyst (200 mg), to obtain 26.1 mg of the title compound as a yellow oily substance.